The task is: describe an organic reaction: reactants, conditions, products, and yield. This data is from the Open Reaction Database (ORD), a public repository of structured organic reaction records. Reactants: C(C)(=S)[O-].[K+] (potassium thioacetate), N1C(C(CC1)OS(=O)(=O)C1=CC=C(C=C1)C)=O (2-pyrrolidon-3-yl-p-toluenesulfonate). Run in CC(=O)C (acetone). The product is C(C)(=S)OC1C(NCC1)=O (2-Pyrrolidon-3-yl Thioacetate). Yield: 23.0%. Reaction SMILES: [C:1]([O-:4])(=[S:3])[CH3:2].[K+].[NH:6]1[CH2:10][CH2:9][CH:8](OS(C2C=CC(C)=CC=2)(=O)=O)[C:7]1=[O:22]>CC(C)=O>[C:1]([O:4][CH:8]1[CH2:9][CH2:10][NH:6][C:7]1=[O:22])(=[S:3])[CH3:2] |f:0.1|. Procedure details: A mixture of 855 mg. (7.5 mmoles) potassium thioacetate and 1.27 g (5 mmoles) crude 2-pyrrolidon-3-yl-p-toluenesulfonate in 40 ml. acetone was refluxed under nitrogen for ca. 20 hr. The mixture was then filtered and the filtrate was concentrated in vacuo. The residue was partitioned between 50 ml. ethyl acetate and 50 ml. water and the ethyl acetate layer was washed with 40 ml. water and 40 ml. saturated aqueous sodium chloride solution. The ethyl acetate solution was dried over anhydrous sodium... Starting materials: [C]=O (carbon monoxide), C(C)(=O)[O-].[Na+] (sodium acetate), BrC1=CC=C2C(=CC=NC2=C1)C=1C(=NN2C1C=CC=C2)C2=NC(=CC=C2)C (7-bromo-4-[2-(6-methyl-pyridin-2-yl)-pyrazolo[1,5-a]pyridin-3-yl]-quinoline), C1(=CC=CC=C1)P(C1=CC=CC=C1)C1=CC=CC=C1 (triphenylphosphine). Reagents/catalysts: C(C)(=O)[O-].[Pd+2].C(C)(=O)[O-] (palladium acetate). Solvent: CO (methanol), CN(C)C=O (DMF). Conditions: temperature 80 celsius, time 10 minute. Yields the product ethyl acetate hexanes, COC(=O)C1=CC=C2C(=CC=NC2=C1)C=1C(=NN2C1C=CC=C2)C2=NC(=CC=C2)C (4-[2-(6-Methyl-pyridin-2-yl)-pyrazolo[1,5-a]pyridin-3-yl]-quinoline-7-carboxylic acid methyl ester). Isolated yield 130.4%. Reaction SMILES: Br[C:2]1[CH:11]=[C:10]2[C:5]([C:6]([C:12]3[C:13]([C:21]4[CH:26]=[CH:25][CH:24]=[C:23]([CH3:27])[N:22]=4)=[N:14][N:15]4[CH:20]=[CH:19][CH:18]=[CH:17][C:16]=34)=[CH:7][CH:8]=[N:9]2)=[CH:4][CH:3]=1.[C:28]1(P(C2C=CC=CC=2)C2C=CC=CC=2)C=CC=CC=1.[C:47]([O-:50])(=[O:49])C.[Na+].[C]=O>C([O-])(=O)C.[Pd+2].C([O-])(=O)C.CN(C=O)C.CO>[CH3:28][O:50][C:47]([C:2]1[CH:11]=[C:10]2[C:5]([C:6]([C:12]3[C:13]([C:21]4[CH:26]=[CH:25][CH:24]=[C:23]([CH3:27])[N:22]=4)=[N:14][N:15]4[CH:20]=[CH:19][CH:18]=[CH:17][C:16]=34)=[CH:7][CH:8]=[N:9]2)=[CH:4][CH:3]=1)=[O:49] |f:2.3,5.6.7,^3:51|. Procedure details: Combine 7-bromo-4-[2-(6-methyl-pyridin-2-yl)-pyrazolo[1,5-a]pyridin-3-yl]-quinoline (0.18 g, 0.43 mmol), triphenylphosphine (36 mg, 0.14 mmol), sodium acetate (0.05 g, 0.61 mmol), methanol (2.7 mL), and DMF (2.7 mL). Bubble nitrogen gas through the solution for 10 minutes. Add palladium acetate (0.03 g, 0.13 mmol). Bubble nitrogen gas through the solution for another 10 minutes. Connect a carbon monoxide balloon to the reaction vessel and heat at 80° C. for 24 hours. Evaporate the solvent in vac...